This data is from the Open Reaction Database (ORD), a public repository of structured organic reaction records. The task is: describe an organic reaction: reactants, conditions, products, and yield The reactants are O=C(Cl)c1ccccc1, CN(C(=O)c1ccc(Cl)cc1)C1CCN(C(=O)C2CCCNC2)CC1c1ccc(Cl)c(Cl)c1, Cl. Product: CN(C(=O)c1ccc(Cl)cc1)C1CCN(C(=O)C2CCCN(C(=O)c3ccccc3)C2)CC1c1ccc(Cl)c(Cl)c1. Reaction SMILES: [C:35]([c:36]1[cH:37][cH:38][cH:39][cH:40][cH:41]1)(=[O:42])[Cl:43].[Cl:2][c:3]1[cH:4][cH:5][c:6]([C:7](=[O:8])[N:9]([CH3:10])[CH:11]2[CH:12]([c:25]3[cH:26][c:27]([Cl:32])[c:28]([Cl:31])[cH:29][cH:30]3)[CH2:13][N:14]([C:17](=[O:18])[CH:19]3[CH2:20][NH:21][CH2:22][CH2:23][CH2:24]3)[CH2:15][CH2:16]2)[cH:33][cH:34]1.[ClH:1]>>[Cl:2][c:3]1[cH:4][cH:5][c:6]([C:7](=[O:8])[N:9]([CH3:10])[CH:11]2[CH:12]([c:25]3[cH:26][c:27]([Cl:32])[c:28]([Cl:31])[cH:29][cH:30]3)[CH2:13][N:14]([C:17](=[O:18])[CH:19]3[CH2:20][N:21]([C:35]([c:36]4[cH:37][cH:38][cH:39][cH:40][cH:41]4)=[O:42])[CH2:22][CH2:23][CH2:24]3)[CH2:15][CH2:16]2)[cH:33][cH:34]1.